Dataset: the Open Reaction Database (ORD), a public repository of structured organic reaction records. Task: describe an organic reaction: reactants, conditions, products, and yield Starting materials: N1N=CC=C1 (1H-pyrazole), O1CCCC=C1 (3,4-dihydro-2H-pyran), C(=O)(C(F)(F)F)O (TFA). The reagents and catalysts are [H-].[Na+] (NaH). Yields the product O1C(CCCC1)N1N=CC=C1 (1-(tetrahydro-2H-pyran-2-yl)-1H-pyrazole). Isolated yield 49.2%. As a reaction SMILES: [NH:1]1[CH:5]=[CH:4][CH:3]=[N:2]1.[O:6]1[CH:11]=[CH:10][CH2:9][CH2:8][CH2:7]1.C(O)(C(F)(F)F)=O>[H-].[Na+]>[O:6]1[CH2:11][CH2:10][CH2:9][CH2:8][CH:7]1[N:1]1[CH:5]=[CH:4][CH:3]=[N:2]1 |f:3.4|. Procedure: A mixture of 1H-pyrazole (6.00 g, 88.1 mmol), 3,4-dihydro-2H-pyran (9.00 g, 107 mmol), and TFA (cat. 2.00 mL) was heated to reflux for 5 hr. At the end of reaction, NaH (100 mg, 4.17 mmol) was added to quench the reaction. The resulting mixture was extracted with ethyl acetate, washed with brine, dried over MgSO4, filtered, and evaporated. The residue was purified by silica gel chromatography eluting with EtOAc/petroleum ether (1:100) to afford 1-(tetrahydro-2H-pyran-2-yl)-1H-pyrazole (6.6 g, 49... Starting materials: OC(c1cc(OC(F)F)cc(OC(F)F)c1)c1c[nH]c2ncc(Br)cc12, C1CCOC1. Yields the product O=C(c1cc(OC(F)F)cc(OC(F)F)c1)c1c[nH]c2ncc(Br)cc12. RXN SMILES: [F:1][CH:2]([O:3][c:4]1[cH:5][c:6]([CH:14]([OH:15])[c:16]2[cH:17][nH:18][c:19]3[n:20][cH:21][c:22]([Br:25])[cH:23][c:24]23)[cH:7][c:8]([O:10][CH:11]([F:12])[F:13])[cH:9]1)[F:26].[O:27]1[CH2:28][CH2:29][CH2:30][CH2:31]1>>[F:1][CH:2]([O:3][c:4]1[cH:5][c:6]([C:14](=[O:15])[c:16]2[cH:17][nH:18][c:19]3[n:20][cH:21][c:22]([Br:25])[cH:23][c:24]23)[cH:7][c:8]([O:10][CH:11]([F:12])[F:13])[cH:9]1)[F:26]. Starting materials: CC(CC(C#N)(c1ccccc1)c1ccccn1)N(C)C, [Na+], [OH-], O, O=S(=O)(O)O. The product is CC(CC(C(N)=O)(c1ccccc1)c1ccccn1)N(C)C. As a reaction SMILES: [CH3:6][N:7]([CH3:8])[CH:9]([CH2:10][C:11]([C:12]#[N:13])([c:14]1[n:15][cH:16][cH:17][cH:18][cH:19]1)[c:20]1[cH:21][cH:22][cH:23][cH:24][cH:25]1)[CH3:26].[Na+:28].[OH-:27].[OH2:29].[S:1](=[O:2])(=[O:3])([OH:4])[OH:5]>>[CH3:6][N:7]([CH3:8])[CH:9]([CH2:10][C:11]([C:12]([NH2:13])=[O:27])([c:14]1[n:15][cH:16][cH:17][cH:18][cH:19]1)[c:20]1[cH:21][cH:22][cH:23][cH:24][cH:25]1)[CH3:26]. Reactants: C(C(C)C)(=O)C=1C=NC2=C(C=CC=C2C1Cl)COC(C1=CC=CC=C1)=O (3-isobutyryl-4-chloro-8-benzoyloxymethylquinoline), FC1=CC(=C(N)C=C1)C (4-fluoro-2-methylaniline), [OH-].[Na+] (sodium hydroxide). Run in O1CCOCC1 (dioxan), CO (methanol). Reaction conditions: time 1.5 hour. The product is C(C(C)C)(=O)C=1C=NC2=C(C=CC=C2C1NC1=C(C=C(C=C1)F)C)CO (3-isobutyryl-4-(4-fluoro-2-methylphenylamino)-8-(hydroxymethyl)quinoline). RXN SMILES: [C:1]([C:6]1[CH:7]=[N:8][C:9]2[C:14]([C:15]=1Cl)=[CH:13][CH:12]=[CH:11][C:10]=2[CH2:17][O:18]C(=O)C1C=CC=CC=1)(=[O:5])[CH:2]([CH3:4])[CH3:3].[F:27][C:28]1[CH:34]=[CH:33][C:31]([NH2:32])=[C:30]([CH3:35])[CH:29]=1.[OH-].[Na+]>O1CCOCC1.CO>[C:1]([C:6]1[CH:7]=[N:8][C:9]2[C:14]([C:15]=1[NH:32][C:31]1[CH:33]=[CH:34][C:28]([F:27])=[CH:29][C:30]=1[CH3:35])=[CH:13][CH:12]=[CH:11][C:10]=2[CH2:17][OH:18])(=[O:5])[CH:2]([CH3:3])[CH3:4] |f:2.3|. Procedure: A solution of 3-isobutyryl-4-chloro-8-benzoyloxymethylquinoline (1.84 g, 5 mmol) and 4-fluoro-2-methylaniline (0.78 ml, 7 mmol) in dioxan (25 ml) was heated at reflux for 2 hours, then the solvent evaporated. A solution of sodium hydroxide (0.8 g, 20 mmol) in methanol (50 ml) was added and the mixture stirred at room temperature for 1.5 hours. The resulting precipitate was filtered off and recrystallized from methanol to give (0.48 g, 27%), m.p. 139°-140°. Reaction SMILES: [C:1]([CH3:2])(=[O:3])[NH:4][c:5]1[cH:6][cH:7][c:8]2[c:9]([c:10]([CH3:38])[c:11]([CH:13]([CH:14]3[CH2:15][CH2:16][CH2:17][CH2:18][CH2:19]3)[NH:20][c:21]3[cH:22][cH:23][c:24]([C:27](=[O:28])[N:29]([CH2:30][CH2:31][C:32](=[O:33])[O:34][CH2:35][CH3:36])[CH3:37])[cH:25][cH:26]3)[o:12]2)[cH:39]1.[CH3:47][CH2:48][OH:49].[Li+:45].[O:40]1[CH2:41][CH2:42][CH2:43][CH2:44]1.[OH-:46]>>[C:1]([CH3:2])(=[O:3])[NH:4][c:5]1[cH:6][cH:7][c:8]2[c:9]([c:10]([CH3:38])[c:11]([CH:13]([CH:14]3[CH2:15][CH2:16][CH2:17][CH2:18][CH2:19]3)[NH:20][c:21]3[cH:22][cH:23][c:24]([C:27](=[O:28])[N:29]([CH2:30][CH2:31][C:32](=[O:33])[OH:34])[CH3:37])[cH:25][cH:26]3)[o:12]2)[cH:39]1. Yields the product CC(=O)Nc1ccc2oc(C(Nc3ccc(C(=O)N(C)CCC(=O)O)cc3)C3CCCCC3)c(C)c2c1. The reactants are CCOC(=O)CCN(C)C(=O)c1ccc(NC(c2oc3ccc(NC(C)=O)cc3c2C)C2CCCCC2)cc1, CCO, [Li+], C1CCOC1, [OH-].